From a dataset of the Open Reaction Database (ORD), a public repository of structured organic reaction records. describe an organic reaction: reactants, conditions, products, and yield The reactants are CCOC(CBr)OCC, O=C([O-])[O-], CC(C)=O, Sc1ccccc1Cl, [K+], [K+]. Yields the product CCOC(CSc1ccccc1Cl)OCC. Reaction SMILES: [Br:9][CH2:10][CH:11]([O:12][CH2:13][CH3:14])[O:15][CH2:16][CH3:17].[C:18](=[O:19])([O-:20])[O-:21].[CH3:24][C:25](=[O:26])[CH3:27].[Cl:1][c:2]1[c:3]([SH:8])[cH:4][cH:5][cH:6][cH:7]1.[K+:22].[K+:23]>>[Cl:1][c:2]1[c:3]([S:8][CH2:10][CH:11]([O:12][CH2:13][CH3:14])[O:15][CH2:16][CH3:17])[cH:4][cH:5][cH:6][cH:7]1. Reactants: solid, CC1=NC(=NN1)C1=CC=CC=C1 (5-Methyl-3-phenyl-1H-1,2,4-triazole), BrCCNC(OC(C)(C)C)=O (tert-butyl 2-bromoethylcarbamate), C([O-])([O-])=O.[K+].[K+] (potassium carbonate). Run in CN(C)C=O (DMF). Reaction conditions: time 25 hour. Yields the product CC1=NC(=NN1CCNC(OC(C)(C)C)=O)C1=CC=CC=C1 (tert-Butyl 2-(5-methyl-3-phenyl-1H-1,2,4-triazol-1-yl)ethylcarbamate). RXN SMILES: [CH3:1][C:2]1[NH:6][N:5]=[C:4]([C:7]2[CH:12]=[CH:11][CH:10]=[CH:9][CH:8]=2)[N:3]=1.C(=O)([O-])[O-].[K+].[K+].Br[CH2:20][CH2:21][NH:22][C:23](=[O:29])[O:24][C:25]([CH3:28])([CH3:27])[CH3:26]>CN(C=O)C>[CH3:1][C:2]1[N:6]([CH2:20][CH2:21][NH:22][C:23](=[O:29])[O:24][C:25]([CH3:28])([CH3:27])[CH3:26])[N:5]=[C:4]([C:7]2[CH:8]=[CH:9][CH:10]=[CH:11][CH:12]=2)[N:3]=1 |f:1.2.3|. Reported procedure: 5-Methyl-3-phenyl-1H-1,2,4-triazole (120 mg, 754 μmol) was dissolved in DMF (2.4 mL) and potassium carbonate (208 mg, 1.51 mmol) was added. After 20 min tert-butyl 2-bromoethylcarbamate (186 mg, 829 μmol) was added at 0-5° C. and the reaction mixture was stirred at RT for 25 h. The reaction mixture was extracted with ethyl acetate (30 mL) and washed with water (3×50 mL). The aqueous layers were back-extracted with ethyl acetate (20 mL) and the combined organic layer was dried over MgSO4 and conc... Starting materials: [OH-].[Na+] (sodium hydroxide), O (water), COC(CCCCCNC=1C2=C(N=CN1)OC(=C2C2=CC=C(C=C2)OC)C2=C(C=CC=C2)F)=O (6-{[6-(2-fluorophenyl)-5-(4-methoxyphenyl)furo[2,3-d]pyrimidin-4-yl]amino}hexanoic acid methyl ester), Cl (hydrochloric acid). Run in O1CCOCC1 (dioxan), ClCCl (dichloromethane). Run at time 16 hour. Product: FC1=C(C=CC=C1)C1=C(C2=C(N=CN=C2NCCCCCC(=O)O)O1)C1=CC=C(C=C1)OC (6-{[6-(2-Fluorophenyl)-5-(4-methoxyphenyl)furo[2,3-d]pyrimidin-4-yl]amino}hexanoic acid). Reaction SMILES: C[O:2][C:3](=[O:34])[CH2:4][CH2:5][CH2:6][CH2:7][CH2:8][NH:9][C:10]1[C:11]2[C:18]([C:19]3[CH:24]=[CH:23][C:22]([O:25][CH3:26])=[CH:21][CH:20]=3)=[C:17]([C:27]3[CH:32]=[CH:31][CH:30]=[CH:29][C:28]=3[F:33])[O:16][C:12]=2[N:13]=[CH:14][N:15]=1.[OH-].[Na+].Cl.O>O1CCOCC1.ClCCl>[F:33][C:28]1[CH:29]=[CH:30][CH:31]=[CH:32][C:27]=1[C:17]1[O:16][C:12]2[N:13]=[CH:14][N:15]=[C:10]([NH:9][CH2:8][CH2:7][CH2:6][CH2:5][CH2:4][C:3]([OH:34])=[O:2])[C:11]=2[C:18]=1[C:19]1[CH:24]=[CH:23][C:22]([O:25][CH3:26])=[CH:21][CH:20]=1 |f:1.2|. Reported procedure: Dissolve 25 mg (0.05 mmol) 6-{[6-(2-fluorophenyl)-5-(4-methoxyphenyl)furo[2,3-d]pyrimidin-4-yl]amino}hexanoic acid methyl ester in 1.0 ml dioxan and add 0.16 ml 1 N sodium hydroxide solution. Stir for 16 h at RT, then add 0.17 ml 1 N hydrochloric acid and then 2 ml water and 5 ml dichloromethane. Separate the organic phase, dry over sodium sulphate, filter, and concentrate by evaporation. 23 mg (92% of theor.) of the target compound is obtained. Starting materials: C1(CC1)N (cyclopropyl amine), ClCCl (dichloromethane), C(C)OC(C1=C(C=C(C=C1)C#CC1=CC=2C(CCC(C2C=C1)=O)(C)C)F)=O (2-fluoro-4-(8,8-dimethyl-5-oxo-5,6,7,8-tetrahydro-naphthalen-2-ylethynyl)benzoic acid ethyl ester), C(C)OC(C1=C(C=C(C=C1)C#CC1=CC=2C(CCC(C2C=C1)=O)(C)C)F)=O (2-fluoro-4-(8,8-dimethyl-5-oxo-5,6,7,8-tetrahydro-naphthalen-2-ylethynyl)benzoic acid ethyl ester), C(#N)[BH3-].[Na+] (sodium cyanoborohydride). The solvent is C(C)#N (acetonitrile), C(C)(=O)OCC (ethyl acetate), C(C)(=O)O (acetic acid), CCCCCC (hexane). The product is C(C)OC(C1=C(C=C(C=C1)C#CC1=CC=2C(CCC(C2C=C1)NC1CC1)(C)C)F)=O (4-[5-(Cyclopropyl-amino)-8,8-dimethyl-5,6,7,8-tetrahydro-naphthalene-2-yl-ethynyl]-2-fluoro-benzoic acid ethyl ester), oil. Isolated yield 82.0%. RXN SMILES: [CH2:1]([O:3][C:4](=[O:27])[C:5]1[CH:10]=[CH:9][C:8]([C:11]#[C:12][C:13]2[CH:22]=[CH:21][C:20]3[C:19](=O)[CH2:18][CH2:17][C:16]([CH3:25])([CH3:24])[C:15]=3[CH:14]=2)=[CH:7][C:6]=1[F:26])[CH3:2].ClCCl.[CH:31]1([NH2:34])[CH2:33][CH2:32]1.C([BH3-])#N.[Na+]>CCCCCC.C(OCC)(=O)C.C(O)(=O)C.C(#N)C>[CH2:1]([O:3][C:4](=[O:27])[C:5]1[CH:10]=[CH:9][C:8]([C:11]#[C:12][C:13]2[CH:22]=[CH:21][C:20]3[CH:19]([NH:34][CH:31]4[CH2:33][CH2:32]4)[CH2:18][CH2:17][C:16]([CH3:24])([CH3:25])[C:15]=3[CH:14]=2)=[CH:7][C:6]=1[F:26])[CH3:2] |f:3.4|. Procedure: Following general procedure G and using 2-fluoro-4-(8,8-dimethyl-5-oxo-5,6,7,8-tetrahydro-naphthalene-2-ylethynyl)-benzoic acid ethyl ester (Compound 9, 0.132 g, 0.3 mmol), dichloromethane (4 mL), acetonitrile(2 mL), cyclopropyl amine(1 mL, 14.45 mmol), acetic acid (1 mL) and sodium cyanoborohydride (0.18 g, 2.86 mmol) followed by flash column chromatography over silica gel (230-400 mesh) using 16-20% ethyl acetate in hexane as the eluent, the title compound was obtained as a pale yellow oil (0....